This data is from the Open Reaction Database (ORD), a public repository of structured organic reaction records. The task is: describe an organic reaction: reactants, conditions, products, and yield Starting materials: C(C)(=O)OCCCN1C=C(C2=CC=CC=C12)C=1C(OC(C1C1=CN(C2=CC=CC=C12)C)=O)=O (3-[1-(3-acetoxypropyl)-3-indolyl]-4-(1-methyl-3-indolyl)furan-2,5-dione), CN(C)C=O (DMF), O (water). Run in N (ammonia). Product: OCCCN1C=C(C2=CC=CC=C12)C=1C(NC(C1C1=CN(C2=CC=CC=C12)C)=O)=O (3-[1-(3-hydroxypropyl)-3-indolyl]-4-(1-methyl-3-indolyl)-1H-pyrrole-2,5-dione). Reaction SMILES: C([O:4][CH2:5][CH2:6][CH2:7][N:8]1[C:16]2[C:11](=[CH:12][CH:13]=[CH:14][CH:15]=2)[C:10]([C:17]2[C:18](=[O:33])[O:19][C:20](=O)[C:21]=2[C:22]2[C:30]3[C:25](=[CH:26][CH:27]=[CH:28][CH:29]=3)[N:24]([CH3:31])[CH:23]=2)=[CH:9]1)(=O)C.O.C[N:36](C=O)C>N>[OH:4][CH2:5][CH2:6][CH2:7][N:8]1[C:16]2[C:11](=[CH:12][CH:13]=[CH:14][CH:15]=2)[C:10]([C:17]2[C:18](=[O:33])[NH:36][C:20](=[O:19])[C:21]=2[C:22]2[C:30]3[C:25](=[CH:26][CH:27]=[CH:28][CH:29]=3)[N:24]([CH3:31])[CH:23]=2)=[CH:9]1. Reported procedure: A solution of 200 mg of 3-[1-(3-acetoxypropyl)-3-indolyl]-4-(1-methyl-3-indolyl)furan-2,5-dione in 1 ml of DMF and 2 ml of 33% aqueous ammonia was heated to 100° C. for 2 hours. 50 ml of water were added and the resulting solid was filtered off, dried and recrystallized from ethyl acetate to give 85 mg of 3-[1-(3-hydroxypropyl)-3-indolyl]-4-(1-methyl-3-indolyl)-1H-pyrrole-2,5-dione, m.p. 185°-187° C. Starting materials: C(CCCCCCCCCCC)(=O)OC[C@H](CSC[C@@H](C(=O)NC1(CC1)CO)NC(=O)OCC1C2=CC=CC=C2C=2C=CC=CC12)OC(CCCCCCCCCCC)=O ((R)-3-((R)-2-(((9H-fluoren-9-yl)methoxy)carbonylamino)-3-(1-(hydroxymethyl)-cyclopropylamino)-3-oxopropylthio)propane-1,2-diyl didodecanoate), N1CCCCC1 (piperidine), C1(=CC=CC=C1)C (toluene). Solvent: C(Cl)Cl (DCM), C(C)#N (acetonitrile). The product is C(CCCCCCCCCCC)(=O)OC[C@H](CSC[C@@H](C(=O)NC1(CC1)CO)N)OC(CCCCCCCCCCC)=O ((R)-3-((R)-2-amino-3-(1-(hydroxymethyl)cyclopropylamino)-3-oxopropylthio)propane-1,2-diyl didodecanoate). Reaction SMILES: [C:1]([O:14][CH2:15][C@@H:16]([O:47][C:48](=[O:60])[CH2:49][CH2:50][CH2:51][CH2:52][CH2:53][CH2:54][CH2:55][CH2:56][CH2:57][CH2:58][CH3:59])[CH2:17][S:18][CH2:19][C@H:20]([NH:29]C(OCC1C2C=CC=CC=2C2C1=CC=CC=2)=O)[C:21]([NH:23][C:24]1([CH2:27][OH:28])[CH2:26][CH2:25]1)=[O:22])(=[O:13])[CH2:2][CH2:3][CH2:4][CH2:5][CH2:6][CH2:7][CH2:8][CH2:9][CH2:10][CH2:11][CH3:12].N1CCCCC1.C1(C)C=CC=CC=1>C(#N)C.C(Cl)Cl>[C:1]([O:14][CH2:15][C@@H:16]([O:47][C:48](=[O:60])[CH2:49][CH2:50][CH2:51][CH2:52][CH2:53][CH2:54][CH2:55][CH2:56][CH2:57][CH2:58][CH3:59])[CH2:17][S:18][CH2:19][C@H:20]([NH2:29])[C:21]([NH:23][C:24]1([CH2:27][OH:28])[CH2:25][CH2:26]1)=[O:22])(=[O:13])[CH2:2][CH2:3][CH2:4][CH2:5][CH2:6][CH2:7][CH2:8][CH2:9][CH2:10][CH2:11][CH3:12]. Procedure details: To a solution of (R)-3-((R)-2-(((9H-fluoren-9-yl)methoxy)carbonylamino)-3-(1-(hydroxymethyl)-cyclopropylamino)-3-oxopropylthio)propane-1,2-diyl didodecanoate (1 eq) was added 20% piperidine (50 eq) in acetonitrile. The resulting gel was diluted with DCM and sonicated for 3 minutes. The mixture was added to toluene and then concentrated en vaccuo. The crude mixture was purified by flash chromatography on a COMBIFLASH® system (ISCO) using 100% EtOAc then 0-10% MeOH/DCM to give (R)-3-((R)-2-amino-3...